From a dataset of the Open Reaction Database (ORD), a public repository of structured organic reaction records. describe an organic reaction: reactants, conditions, products, and yield Reactants: BrC=1C=CC2=C(C1)OCC=1C=CC=NC12 (8-bromo-5H-chromeno[3,4-e]pyridine), OC[C@@H](CC(C)C)N1C(C2=CC=CC=C2C1=O)=O ((R)-2-(1-hydroxy-4-methylpentan-2-yl)isoindoline-1,3-dione), C(C)(C)(C)P(C1=CC=NN1C=1C(=NN(C1C1=CC=CC=C1)C1=CC=CC=C1)C1=CC=CC=C1)C(C)(C)C (5-(di-tert-butylphosphino)-1′,3′,5′-triphenyl-1′H-1,4′-bipyrazole), C(=O)([O-])[O-].[Cs+].[Cs+] (Cs2CO3). Reagents/catalysts: CC(=O)[O-].CC(=O)[O-].[Pd+2] (Pd(OAc)2). Run in C1(=CC=CC=C1)C (toluene). Conditions: temperature 80 celsius. Product: C1=C2C(=CN=C1)COC=1C=C(C=CC12)OC[C@@H](CC(C)C)N1C(C2=CC=CC=C2C1=O)=O ((R)-2-(1-(5H-chromeno[3,4-c]pyridin-8-yloxy)-4-methylpentan-2-yl)isoindoline-1,3-dione). Reaction SMILES: Br[C:2]1[CH:3]=[CH:4][C:5]2[C:15]3[N:14]=[CH:13][CH:12]=[CH:11][C:10]=3[CH2:9][O:8][C:6]=2[CH:7]=1.[OH:16][CH2:17][C@H:18]([N:23]1[C:31](=[O:32])[C:30]2[C:25](=[CH:26][CH:27]=[CH:28][CH:29]=2)[C:24]1=[O:33])[CH2:19][CH:20]([CH3:22])[CH3:21].C(P(C(C)(C)C)C1N(C2C(C3C=CC=CC=3)=NN(C3C=CC=CC=3)C=2C2C=CC=CC=2)N=CC=1)(C)(C)C.C([O-])([O-])=O.[Cs+].[Cs+]>C1(C)C=CC=CC=1.CC([O-])=O.CC([O-])=O.[Pd+2]>[CH:12]1[CH:13]=[N:14][CH:15]=[C:10]2[CH2:9][O:8][C:6]3[CH:5]=[C:4]([O:16][CH2:17][C@H:18]([N:23]4[C:24](=[O:33])[C:25]5[C:30](=[CH:29][CH:28]=[CH:27][CH:26]=5)[C:31]4=[O:32])[CH2:19][CH:20]([CH3:22])[CH3:21])[CH:3]=[CH:2][C:7]=3[C:11]=12 |f:3.4.5,7.8.9|. Procedure details: Nitrogen was slowly bubbled for 5 min through a suspension of 8-bromo-5H-chromeno[3,4-e]pyridine (26 mg, 0.1 mmol), (R)-2-(1-hydroxy-4-methylpentan-2-yl)isoindoline-1,3-dione (116 mg, 0.47 mmol, 4.7 equiv), 5-(di-tert-butylphosphino)-1′,3′,5′-triphenyl-1′H-1,4′-bipyrazole (30 mg, 0.06 mmol, 0.6 equiv), Cs2CO3 (49 mg, 0.15 mmol, 1.5 equiv) and Pd(OAc)2 (7 mg, 0.03 mmol, 0.3 equiv) in toluene (0.5 mL) in a thick glass vial. The vial was capped and then heated at 80° C. for 19 h. The reaction mixtu...